This data is from the Open Reaction Database (ORD), a public repository of structured organic reaction records. The task is: describe an organic reaction: reactants, conditions, products, and yield Starting materials: CCCCNc1cc(C(N)=O)cc(S(N)(=O)=O)c1Oc1ccccc1, CCCCOc1cc(C(=O)N(C)C)cc(S(N)(=O)=O)c1Cc1ccccc1. Yields the product CCCCOc1cc(CN(C)C)cc(S(N)(=O)=O)c1Cc1ccccc1. RXN SMILES: [CH2:1]([NH:2][c:3]1[cH:4][c:5]([C:20]([NH2:21])=[O:22])[cH:6][c:7]([S:8](=[O:9])(=[O:10])[NH2:11])[c:12]1[O:13][c:14]1[cH:15][cH:16][cH:17][cH:18][cH:19]1)[CH2:23][CH2:24][CH3:25].[CH2:26]([c:27]1[cH:28][cH:29][cH:30][cH:31][cH:32]1)[c:33]1[c:34]([O:48][CH2:49][CH2:50][CH2:51][CH3:52])[cH:35][c:36]([C:37](=[O:38])[N:39]([CH3:40])[CH3:41])[cH:42][c:43]1[S:44]([NH2:45])(=[O:46])=[O:47]>>[CH2:26]([c:27]1[cH:28][cH:29][cH:30][cH:31][cH:32]1)[c:33]1[c:34]([O:48][CH2:49][CH2:50][CH2:51][CH3:52])[cH:35][c:36]([CH2:37][N:39]([CH3:40])[CH3:41])[cH:42][c:43]1[S:44]([NH2:45])(=[O:46])=[O:47].